From a dataset of the Open Reaction Database (ORD), a public repository of structured organic reaction records. describe an organic reaction: reactants, conditions, products, and yield Reactants: COC(=O)c1cnc(Br)n1C, [Li+], C1CCOC1, [OH-], O. Yields the product Cn1c(C(=O)O)cnc1Br. RXN SMILES: [Br:1][c:2]1[n:3]([CH3:11])[c:4]([C:7](=[O:8])[O:9][CH3:10])[cH:5][n:6]1.[Li+:12].[O:14]1[CH2:15][CH2:16][CH2:17][CH2:18]1.[OH-:13].[OH2:19]>>[Br:1][c:2]1[n:3]([CH3:11])[c:4]([C:7](=[O:8])[OH:9])[cH:5][n:6]1. Starting materials: [I-].[Na+] (sodium iodide), COC(CC1=C(NC2=NC(=CC=C21)Cl)C)=O ((6-chloro-2-methyl-1H-pyrrolo[2,3-b]pyridin-3-yl)-acetic acid methyl ester), BrCC1=C(C=C(C=C1)S(=O)(=O)C)C(F)(F)F (1-bromomethyl-4-methanesulfonyl-2-trifluoromethyl-benzene), [H-].[Na+] (sodium hydride). Run in CN(C)C=O (DMF). Reaction conditions: temperature 0 celsius, time 45 minute. Product: ClC1=CC=C2C(=N1)N(C(=C2CC(=O)O)C)CC2=C(C=C(C=C2)S(=O)(=O)C)C(F)(F)F ([6-Chloro-1-(4-methanesulfonyl-2-trifluoromethyl-benzyl)-2-methyl-1H-pyrrolo[2,3-b]pyridin-3-yl]-acetic acid). As a reaction SMILES: C[O:2][C:3](=[O:16])[CH2:4][C:5]1[C:13]2[C:8](=[N:9][C:10]([Cl:14])=[CH:11][CH:12]=2)[NH:7][C:6]=1[CH3:15].[H-].[Na+].Br[CH2:20][C:21]1[CH:26]=[CH:25][C:24]([S:27]([CH3:30])(=[O:29])=[O:28])=[CH:23][C:22]=1[C:31]([F:34])([F:33])[F:32].[I-].[Na+]>CN(C=O)C>[Cl:14][C:10]1[N:9]=[C:8]2[N:7]([CH2:20][C:21]3[CH:26]=[CH:25][C:24]([S:27]([CH3:30])(=[O:29])=[O:28])=[CH:23][C:22]=3[C:31]([F:33])([F:32])[F:34])[C:6]([CH3:15])=[C:5]([CH2:4][C:3]([OH:2])=[O:16])[C:13]2=[CH:12][CH:11]=1 |f:1.2,4.5|. Procedure details: To a stirred, ice-cooled solution of (6-chloro-2-methyl-1H-pyrrolo[2,3-b]pyridin-3-yl)-acetic acid methyl ester (Example 99e) (0.03 g, 0.13 mmol) in DMF (1.0 ml) under an inert atmosphere of Argon is added sodium hydride (0.006 g of a 60% dispersion in mineral oil, 0.14 mmol). The reaction mixture is stirred at 0° C. for 45 minutes and then treated with 1-bromomethyl-4-methanesulfonyl-2-trifluoromethyl-benzene (Example 95a) (0.067 g, 0.21 mmol) followed by sodium iodide (0.031 g, 0.21 mmol). Sti... Reactants: CCO, [Na+], [OH-], CCOC(=O)c1cc2c([nH]1)CCN(C(=O)OC(C)(C)C)C2. The product is CC(C)(C)OC(=O)N1CCc2[nH]c(C(=O)O)cc2C1. Reaction SMILES: [CH3:24][CH2:25][OH:26].[Na+:23].[OH-:22].[nH:1]1[c:2]([C:17](=[O:18])[O:19][CH2:20][CH3:21])[cH:3][c:4]2[c:9]1[CH2:8][CH2:7][N:6]([C:10](=[O:11])[O:12][C:13]([CH3:14])([CH3:15])[CH3:16])[CH2:5]2>>[nH:1]1[c:2]([C:17](=[O:18])[OH:19])[cH:3][c:4]2[c:9]1[CH2:8][CH2:7][N:6]([C:10](=[O:11])[O:12][C:13]([CH3:14])([CH3:15])[CH3:16])[CH2:5]2. Reactants: C(Cl)Cl (methylene chloride), C(C)(C)(C)C=1C(COC1C=1OC2=C(C1OCC)C=C(C=C2)O[Si](C)(C)C(C)(C)C)(C)C (4-t-butyl-5-(5-(t-butyldimethylsiloxy)-3-ethoxybenzofuran-2-yl)-3,3-dimethyl-2,3-dihydrofuran), C(C)(C)(C)C=1C(COC1C=1OC2=C(C1OCC)C=C(C=C2)O[Si](C)(C)C(C)(C)C)(C)C (4-t-butyl-5-(5-(t-butyldimethylsiloxy)-3-ethoxybenzofuran-2-yl)-3,3-dimethyl-2,3-dihydrofuran), [Na] (sodium), O=O (oxygen). Product: C(C)(C)(C)C12C(COC2(OO1)C=1OC2=C(C1OCC)C=C(C=C2)O[Si](C)(C)C(C)(C)C)(C)C (5-t-butyl-1-(5-(t-butyldimethylsiloxy)-3-ethoxybenzofuran-2-yl)-4,4-dimethyl-2,6,7-trioxabicyclo[3.2.0]heptane), crude product. RXN SMILES: C(Cl)Cl.[C:4]([C:8]1[C:9]([CH3:34])([CH3:33])[CH2:10][O:11][C:12]=1[C:13]1[O:14][C:15]2[CH:24]=[CH:23][C:22]([O:25][Si:26]([C:29]([CH3:32])([CH3:31])[CH3:30])([CH3:28])[CH3:27])=[CH:21][C:16]=2[C:17]=1[O:18][CH2:19][CH3:20])([CH3:7])([CH3:6])[CH3:5].[Na].[O:36]=[O:37]>>[C:4]([C:8]12[O:37][O:36][C:12]1([C:13]1[O:14][C:15]3[CH:24]=[CH:23][C:22]([O:25][Si:26]([C:29]([CH3:32])([CH3:31])[CH3:30])([CH3:28])[CH3:27])=[CH:21][C:16]=3[C:17]=1[O:18][CH2:19][CH3:20])[O:11][CH2:10][C:9]2([CH3:33])[CH3:34])([CH3:5])([CH3:6])[CH3:7] |^1:34|. Procedure: Adding 1 mg of TPP to 2 ml of methylene chloride dissolving 47 mg (0.066 mmol) of 4-t-butyl-5-(5-(t-butyldimethylsiloxy)-3-ethoxybenzofuran-2-yl)-3,3-dimethyl-2,3-dihydrofuran (Compound [36]), the mixture was stirred in oxygen atmosphere, at the temperature of −78° C. This solution was externally irritated with a 940 W sodium lamp for 4 hours. The reaction mixture was concentrated to obtain 5-t-butyl-1-(5-(t-butyldimethylsiloxy)-3-ethoxybenzofuran-2-yl)-4,4-dimethyl-2,6,7-trioxabicyclo[3.2.0]hep... Starting materials: C1CCOC1, C[Si](C)(C)[N-][Si](C)(C)C, Cc1c(Cl)c(S(C)=O)nc2sc(C(=O)NC3CC3)c(N)c12, [Li+], OCCCc1cccnc1. The product is Cc1c(Cl)c(OCCCc2cccnc2)nc2sc(C(=O)NC3CC3)c(N)c12. As a reaction SMILES: [CH2:42]1[O:43][CH2:44][CH2:45][CH2:46]1.[CH3:11][Si:12]([N-:13][Si:14]([CH3:15])([CH3:16])[CH3:17])([CH3:18])[CH3:19].[CH:21]1([NH:24][C:25](=[O:26])[c:27]2[c:28]([NH2:41])[c:29]3[c:30]([n:31][c:32]([S:37]([CH3:38])=[O:39])[c:33]([Cl:36])[c:34]3[CH3:35])[s:40]2)[CH2:22][CH2:23]1.[Li+:20].[n:1]1[cH:2][c:3]([CH2:7][CH2:8][CH2:9][OH:10])[cH:4][cH:5][cH:6]1>>[n:1]1[cH:2][c:3]([CH2:7][CH2:8][CH2:9][O:10][c:32]2[n:31][c:30]3[c:29]([c:28]([NH2:41])[c:27]([C:25]([NH:24][CH:21]4[CH2:22][CH2:23]4)=[O:26])[s:40]3)[c:34]([CH3:35])[c:33]2[Cl:36])[cH:4][cH:5][cH:6]1. Yield: 78.2%. The reactants are COC1=NC=C(C=C1)C(C)=NOCCO (2-[1-(2-methoxy-5-pyridyl)ethylideneaminooxy]-ethanol), N(=NC(=O)OCC)C(=O)OCC (diethyl azodicarboxylate), OC1=CC=C(CC2C(N(C(S2)=O)C(C2=CC=CC=C2)(C2=CC=CC=C2)C2=CC=CC=C2)=O)C=C1 (5-(4-hydroxybenzyl)-3-tritylthiazolidine-2,4-dione), C1(=CC=CC=C1)P(C1=CC=CC=C1)C1=CC=CC=C1 (triphenylphosphine). RXN SMILES: [CH3:1][O:2][C:3]1[CH:8]=[CH:7][C:6]([C:9](=[N:11][O:12][CH2:13][CH2:14][OH:15])[CH3:10])=[CH:5][N:4]=1.O[C:17]1[CH:49]=[CH:48][C:20]([CH2:21][CH:22]2[S:26][C:25](=[O:27])[N:24]([C:28]([C:41]3[CH:46]=[CH:45][CH:44]=[CH:43][CH:42]=3)([C:35]3[CH:40]=[CH:39][CH:38]=[CH:37][CH:36]=3)[C:29]3[CH:34]=[CH:33][CH:32]=[CH:31][CH:30]=3)[C:23]2=[O:47])=[CH:19][CH:18]=1.C1(P(C2C=CC=CC=2)C2C=CC=CC=2)C=CC=CC=1.N(C(OCC)=O)=NC(OCC)=O>>[CH3:1][O:2][C:3]1[CH:8]=[CH:7][C:6]([C:9](=[N:11][O:12][CH2:13][CH2:14][O:15][C:17]2[CH:49]=[CH:48][C:20]([CH2:21][CH:22]3[S:26][C:25](=[O:27])[N:24]([C:28]([C:41]4[CH:46]=[CH:45][CH:44]=[CH:43][CH:42]=4)([C:35]4[CH:36]=[CH:37][CH:38]=[CH:39][CH:40]=4)[C:29]4[CH:34]=[CH:33][CH:32]=[CH:31][CH:30]=4)[C:23]3=[O:47])=[CH:19][CH:18]=2)[CH3:10])=[CH:5][N:4]=1. Procedure details: Following a procedure similar to that described in Example 1(a), but using 346 mg of 2-[1-(2-methoxy-5-pyridyl)ethylideneaminooxy]-ethanol (prepared as described in Preparation 31), 766 mg of 5-(4-hydroxybenzyl)-3-tritylthiazolidine-2,4-dione, 475 mg of triphenylphosphine and 301 mg of diethyl azodicarboxylate, 846 mg of the title compound were obtained as a foam-like solid. Product: COC1=NC=C(C=C1)C(C)=NOCCOC1=CC=C(CC2C(N(C(S2)=O)C(C2=CC=CC=C2)(C2=CC=CC=C2)C2=CC=CC=C2)=O)C=C1 (5-(4-{2-[1-(2-Methoxy-5-pyridyl)ethylideneaminooxy]ethoxy}benzyl)-3-tritylthiazolidine-2,4-dione). Reactants: C(CC)C1=NC2=C(N1CC1=CC=C(C=C1)C1=C(C=CC=C1)C#N)C=C(C=C2)C=2N=C1N(C=CC=C1)C2 (4'-[[2-n-propyl-6-(imidazo[1,2-a]pyridin-2-yl)-benzimidazol-1-yl]-methyl]-2-cyano-biphenyl), [N-]=[N+]=[N-].[Na+] (sodium azide). Solvent: CN(C=O)C (dimethylformamide). The product is C(CC)C1=NC2=C(N1CC1=CC=C(C=C1)C1=C(C=CC=C1)C1=NN=NN1)C=C(C=C2)C=2N=C1N(C=CC=C1)C2 (4'-[[2-n-Propyl-6-(imidazo[1,2-a]pyridin-2-yl)-benzimidazol-1-yl]-methyl]-2-(1H-tetrazol-5-yl)-biphenyl). Reaction SMILES: [CH2:1]([C:4]1[N:8]([CH2:9][C:10]2[CH:15]=[CH:14][C:13]([C:16]3[CH:21]=[CH:20][CH:19]=[CH:18][C:17]=3[C:22]#[N:23])=[CH:12][CH:11]=2)[C:7]2[CH:24]=[C:25]([C:28]3[N:29]=[C:30]4[CH:35]=[CH:34][CH:33]=[CH:32][N:31]4[CH:36]=3)[CH:26]=[CH:27][C:6]=2[N:5]=1)[CH2:2][CH3:3].[N-:37]=[N+:38]=[N-:39].[Na+]>CN(C)C=O>[CH2:1]([C:4]1[N:8]([CH2:9][C:10]2[CH:15]=[CH:14][C:13]([C:16]3[CH:21]=[CH:20][CH:19]=[CH:18][C:17]=3[C:22]3[NH:39][N:38]=[N:37][N:23]=3)=[CH:12][CH:11]=2)[C:7]2[CH:24]=[C:25]([C:28]3[N:29]=[C:30]4[CH:35]=[CH:34][CH:33]=[CH:32][N:31]4[CH:36]=3)[CH:26]=[CH:27][C:6]=2[N:5]=1)[CH2:2][CH3:3] |f:1.2|. Reported procedure: Prepared analogously to Example 10 from 4'-[[2-n-propyl-6-(imidazo[1,2-a]pyridin-2-yl)-benzimidazol-1-yl]-methyl]-2-cyano-biphenyl and sodium azide in dimethylformamide.